From a dataset of the Open Reaction Database (ORD), a public repository of structured organic reaction records. describe an organic reaction: reactants, conditions, products, and yield Product: N1(C=NC=C1)CC=1C=CC(=C(C1)N)[N+](=O)[O-] (5-[(1H-imidazol-1-yl)methyl]-2-nitrobenzeneamine). As a reaction SMILES: F[C:2]1[CH:3]=[C:4]([CH:11]=[CH:12][C:13]=1[N+:14]([O-:16])=[O:15])[CH2:5][N:6]1[CH:10]=[CH:9][N:8]=[CH:7]1.[NH3:17]>>[N:6]1([CH2:5][C:4]2[CH:11]=[CH:12][C:13]([N+:14]([O-:16])=[O:15])=[C:2]([NH2:17])[CH:3]=2)[CH:10]=[CH:9][N:8]=[CH:7]1. Starting materials: bis-alkylated imidazole, FC=1C=C(CN2C=NC=C2)C=CC1[N+](=O)[O-] (1-(3-Fluoro-4-nitrobenzyl)-1H-imidazole), N (ammonia). Conditions: temperature 80 celsius. Procedure details: Potassium carbonate (1.18 g, 8.54 mmol) was added to a stirred solution of 4-(bromomethyl)-2-fluoro-1-nitrobenzene (2.0 g, 8.55 mmol) and imidazole (584 mg, 8.58 mmol) in acetonitrile (40 mL), the mixture stirred at room temperature for 3.5 h, the solvent removed under reduced pressure, and the residue partitioned between water and EA. The aqueous layer was extracted three times with EA, then the combined EA layers were extracted three times with 1M hydrochloric acid. The pH of the combined aque... Reactants: C(C=C)N(C(CN)C1=CC=C(C=C1)S(=O)(=O)CCC)CC=C (N1,N1-Diallyl-1-[4-(propylsulphonyl)phenyl]ethane-1,2-diamine), BrCCCCBr (1,4-dibromobutane), C(O)([O-])=O.[Na+] (sodium hydrogencarbonate). Solvent: C1(=CC=CC=C1)C (toluene), CO (methanol), CO (methanol). Product: N (ammonia), C(C=C)N(C(CN1CCCC1)C1=CC=C(C=C1)S(=O)(=O)CCC)CC=C (Diallyl {1-[4-(propylsulphonyl)phenyl]-2-pyrrolidin-1-ylethyl}amine). Yield: 102.4%. Reaction SMILES: [CH2:1]([N:4]([CH2:20][CH:21]=[CH2:22])[CH:5]([C:8]1[CH:13]=[CH:12][C:11]([S:14]([CH2:17][CH2:18][CH3:19])(=[O:16])=[O:15])=[CH:10][CH:9]=1)[CH2:6][NH2:7])[CH:2]=[CH2:3].Br[CH2:24][CH2:25][CH2:26][CH2:27]Br.C(=O)([O-])O.[Na+]>C1(C)C=CC=CC=1.CO>[NH3:4].[CH2:20]([N:4]([CH2:1][CH:2]=[CH2:3])[CH:5]([C:8]1[CH:9]=[CH:10][C:11]([S:14]([CH2:17][CH2:18][CH3:19])(=[O:15])=[O:16])=[CH:12][CH:13]=1)[CH2:6][N:7]1[CH2:27][CH2:26][CH2:25][CH2:24]1)[CH:21]=[CH2:22] |f:2.3|. Reported procedure: N1,N1-Diallyl-1-[4-(propylsulphonyl)phenyl]ethane-1,2-diamine (445 mg, 1.38 mmol), 1,4-dibromobutane (0.18 mL, 1.51 mmol) and sodium hydrogencarbonate (0.26 g, 3.09 mmol) were heated in toluene at reflux for 17 h. The reaction mixture was allowed to cool to ambient temperature, filtered through Celite and the filter cake washed with ethyl acetate. The filtrate was washed with water and then brine before being dried (MgSO4) and concentrated. The crude product was purified using an SCX cartridge e...